From a dataset of the Open Reaction Database (ORD), a public repository of structured organic reaction records. describe an organic reaction: reactants, conditions, products, and yield Yields the product O=C1N(CN(C12CCNCC2)C2=CC=CC=C2)C2=CC=C(C(=O)OC(C)(C)C)C=C2 (tert-butyl 4-(4-oxo-1-phenyl-1,3,8-triazaspiro[4.5]decan-3-yl)benzoate). Reported procedure: Benzyl 3-(4-(tert-butoxycarbonyl)phenyl)-4-oxo-1-phenyl-1,3,8-triazaspiro[4.5]decane-8-carboxylate (0.62 g, 1.14 mmol) and palladium on carbon (10 wt. %, wet, Degussa type E101 NE/W,) (0.12 g) in ethyl acetate (5 mL) and methanol (5 mL) was stirred at room temperature under hydrogen (balloon) for 3 hours. The catalyst was removed by filtration and the filtrate evaporated and dried under vacuum to give product as foam (0.46 g, quant.); MS for C24H29N3O3 m/z 408 (M+H)+. Run in C(C)(=O)OCC (ethyl acetate), CO (methanol). RXN SMILES: [C:1]([O:5][C:6]([C:8]1[CH:13]=[CH:12][C:11]([N:14]2[C:18](=[O:19])[C:17]3([CH2:24][CH2:23][N:22](C(OCC4C=CC=CC=4)=O)[CH2:21][CH2:20]3)[N:16]([C:35]3[CH:40]=[CH:39][CH:38]=[CH:37][CH:36]=3)[CH2:15]2)=[CH:10][CH:9]=1)=[O:7])([CH3:4])([CH3:3])[CH3:2]>[Pd].C(OCC)(=O)C.CO>[O:19]=[C:18]1[C:17]2([CH2:24][CH2:23][NH:22][CH2:21][CH2:20]2)[N:16]([C:35]2[CH:36]=[CH:37][CH:38]=[CH:39][CH:40]=2)[CH2:15][N:14]1[C:11]1[CH:10]=[CH:9][C:8]([C:6]([O:5][C:1]([CH3:2])([CH3:4])[CH3:3])=[O:7])=[CH:13][CH:12]=1. Reagents/catalysts: [Pd] (palladium on carbon). The yield is 99.0%. Starting materials: C(C)(C)(C)OC(=O)C1=CC=C(C=C1)N1CN(C2(C1=O)CCN(CC2)C(=O)OCC2=CC=CC=C2)C2=CC=CC=C2 (Benzyl 3-(4-(tert-butoxycarbonyl)phenyl)-4-oxo-1-phenyl-1,3,8-triazaspiro[4.5]decane-8-carboxylate).